Task: describe an organic reaction: reactants, conditions, products, and yield. Dataset: the Open Reaction Database (ORD), a public repository of structured organic reaction records The reactants are COC1=CC=C(CN2C3=C(CCCC2=O)C=CC=C3)C=C1 (1-(4-methoxy-benzyl)-1,3,4,5-tetrahydro-benzo[b]azepin-2-one), BrCC(=O)OC(C)(C)C (Tert-butyl bromoacetate), O (Water), [Li+].CC(C)[N-]C(C)C (LDA). Solvent: C1CCOC1 (THF). Reaction conditions: temperature 0 celsius, time 30 minute. Product: ONC(CC1CCC2=C(NC1=O)C=CC=C2)=O (N-Hydroxy-2-(2-oxo-2,3,4,5-tetrahydro-1H-benzo[b]azepin-3-yl)-acetamide), C(C)(C)(C)OC(CC1CCC2=C(N(C1=O)CC1=CC=C(C=C1)OC)C=CC=C2)=O ([1-(4-methoxy-benzyl)-2-oxo-2,3,4,5-tetrahydro-1H-benzo[b]azepin-3-yl]-acetic acid tert-butyl ester). Reaction SMILES: [CH3:1][O:2][C:3]1[CH:21]=[CH:20][C:6]([CH2:7][N:8]2[C:14](=[O:15])[CH2:13][CH2:12][CH2:11][C:10]3[CH:16]=[CH:17][CH:18]=[CH:19][C:9]2=3)=[CH:5][CH:4]=1.[Li+].[CH3:23][CH:24]([N-:26]C(C)C)C.Br[CH2:31][C:32]([O:34][C:35]([CH3:38])([CH3:37])[CH3:36])=[O:33].[OH2:39]>C1COCC1>[OH:39][NH:26][C:24](=[O:33])[CH2:23][CH:13]1[C:14](=[O:15])[NH:8][C:9]2[CH:19]=[CH:18][CH:17]=[CH:16][C:10]=2[CH2:11][CH2:12]1.[C:35]([O:34][C:32](=[O:33])[CH2:31][CH:13]1[C:14](=[O:15])[N:8]([CH2:7][C:6]2[CH:5]=[CH:4][C:3]([O:2][CH3:1])=[CH:21][CH:20]=2)[C:9]2[CH:19]=[CH:18][CH:17]=[CH:16][C:10]=2[CH2:11][CH2:12]1)([CH3:38])([CH3:37])[CH3:36] |f:1.2|. Reported procedure: A solution of 1-(4-methoxy-benzyl)-1,3,4,5-tetrahydro-benzo[b]azepin-2-one (0.71 mmol) in 2 mL of anhydrous THF is cooled down to −78° C. and freshly prepared LDA (0.85 mmol) is slowly added to the mixture. After the addition, the mixture is allowed to warm up to 0° C., then stirred for 30 minutes and cooled down again to −78° C. Tert-butyl bromoacetate (1.0 mmol) is added. The mixture is stirred at −78° C. for 1 hour and then allowed to warm up to 0° C. To quench the reaction, 1 mL of a mixture...